This data is from the Open Reaction Database (ORD), a public repository of structured organic reaction records. The task is: describe an organic reaction: reactants, conditions, products, and yield Product: CC(C)C1(C(=O)N2CCc3ccc(C(F)(F)F)cc3C2)CCC(NC2CCC(O)(c3ccccn3)CC2)C1. Starting materials: CC(=O)O[BH-](OC(C)=O)OC(C)=O, CC(C)C1(C(=O)N2CCc3ccc(C(F)(F)F)cc3C2)CCC(N)C1, [Na+], O=C1CCC(O)(c2ccccn2)CC1. Reaction SMILES: [C:40]([O:41][BH-:42]([O:43][C:44](=[O:45])[CH3:46])[O:47][C:48](=[O:49])[CH3:50])(=[O:51])[CH3:52].[CH:15]([CH3:16])([CH3:17])[C:18]1([C:24](=[O:25])[N:26]2[CH2:27][c:28]3[cH:29][c:30]([C:36]([F:37])([F:38])[F:39])[cH:31][cH:32][c:33]3[CH2:34][CH2:35]2)[CH2:19][CH:20]([NH2:23])[CH2:21][CH2:22]1.[Na+:53].[OH:1][C:2]1([c:9]2[n:10][cH:11][cH:12][cH:13][cH:14]2)[CH2:3][CH2:4][C:5](=[O:8])[CH2:6][CH2:7]1>>[OH:1][C:2]1([c:9]2[n:10][cH:11][cH:12][cH:13][cH:14]2)[CH2:3][CH2:4][CH:5]([NH:23][CH:20]2[CH2:19][C:18]([CH:15]([CH3:16])[CH3:17])([C:24](=[O:25])[N:26]3[CH2:27][c:28]4[cH:29][c:30]([C:36]([F:37])([F:38])[F:39])[cH:31][cH:32][c:33]4[CH2:34][CH2:35]3)[CH2:22][CH2:21]2)[CH2:6][CH2:7]1. Starting materials: C1CCNCC1, CCO, C=CC(N)=O. Yields the product NC(=O)CCN1CCCCC1. Reaction SMILES: [CH2:1]1[CH2:2][CH2:3][NH:4][CH2:5][CH2:6]1.[CH3:12][CH2:13][OH:14].[NH2:7][C:8](=[O:9])[CH:10]=[CH2:11]>>[CH2:1]1[CH2:2][CH2:3][N:4]([CH2:11][CH2:10][C:8]([NH2:7])=[O:9])[CH2:5][CH2:6]1. The reactants are BrC1=C(C2=C(CN(CCO2)C(=O)OC(C)(C)C)S1)C1CC1 (tert-butyl 7-bromo-8-cyclopropyl-2,3-dihydrothieno[2,3-f][1,4]oxazepine-4(5H)-carboxylate), CB(O)O (methylboronic acid), P(=O)([O-])([O-])[O-].[K+].[K+].[K+] (potassium phosphate), COCCOC (DME). The reagents and catalysts are C=1C=CC(=CC1)[P](C=2C=CC=CC2)(C=3C=CC=CC3)[Pd]([P](C=4C=CC=CC4)(C=5C=CC=CC5)C=6C=CC=CC6)([P](C=7C=CC=CC7)(C=8C=CC=CC8)C=9C=CC=CC9)[P](C=1C=CC=CC1)(C=1C=CC=CC1)C=1C=CC=CC1 (tetrakis(triphenylphosphine)palladium). Solvent: O (water). Product: C1(CC1)C1=C(SC=2CN(CCOC21)C(=O)OC(C)(C)C)C (tert-butyl 8-cyclopropyl-7-methyl-2,3-dihydrothieno[2,3-f][1,4]oxazepine-4(5H)-carboxylate). Isolated yield 76.1%. As a reaction SMILES: Br[C:2]1[S:18][C:5]2[CH2:6][N:7]([C:11]([O:13][C:14]([CH3:17])([CH3:16])[CH3:15])=[O:12])[CH2:8][CH2:9][O:10][C:4]=2[C:3]=1[CH:19]1[CH2:21][CH2:20]1.[CH3:22]B(O)O.P([O-])([O-])([O-])=O.[K+].[K+].[K+].COCCOC>C1C=CC([P]([Pd]([P](C2C=CC=CC=2)(C2C=CC=CC=2)C2C=CC=CC=2)([P](C2C=CC=CC=2)(C2C=CC=CC=2)C2C=CC=CC=2)[P](C2C=CC=CC=2)(C2C=CC=CC=2)C2C=CC=CC=2)(C2C=CC=CC=2)C2C=CC=CC=2)=CC=1.O>[CH:19]1([C:3]2[C:4]3[O:10][CH2:9][CH2:8][N:7]([C:11]([O:13][C:14]([CH3:17])([CH3:16])[CH3:15])=[O:12])[CH2:6][C:5]=3[S:18][C:2]=2[CH3:22])[CH2:21][CH2:20]1 |f:2.3.4.5,^1:43,45,64,83|. Reported procedure: A solution of tert-butyl 7-bromo-8-cyclopropyl-2,3-dihydrothieno[2,3-f][1,4]oxazepine-4(5H)-carboxylate (264 mg), methylboronic acid (169 mg), potassium phosphate (600 mg), tetrakis(triphenylphosphine)palladium (81.7 mg) and DME (3 mL) was stirred at 80° C. for 20 hr, the reaction mixture was poured into water, and the mixture was extracted with ethyl acetate. The extract was dried over anhydrous magnesium sulfate, and the solvent was evaporated under reduced pressure. The residue was purified b... Starting materials: COC(=O)C(CC(=O)OC(C)(C)C)N1CCN(C(=O)C=Cc2ccc(Cl)c(Cl)c2)CCC1=O, Cl, C1COCCO1, O. Product: COC(=O)C(CC(=O)O)N1CCN(C(=O)C=Cc2ccc(Cl)c(Cl)c2)CCC1=O. As a reaction SMILES: [CH3:1][O:2][C:3]([CH:4]([CH2:5][C:6](=[O:7])[O:8][C:9]([CH3:10])([CH3:11])[CH3:12])[N:13]1[CH2:14][CH2:15][N:16]([C:21]([CH:22]=[CH:23][c:24]2[cH:25][c:26]([Cl:31])[c:27]([Cl:30])[cH:28][cH:29]2)=[O:32])[CH2:17][CH2:18][C:19]1=[O:20])=[O:33].[ClH:34].[O:36]1[CH2:37][CH2:38][O:39][CH2:40][CH2:41]1.[OH2:35]>>[CH3:1][O:2][C:3]([CH:4]([CH2:5][C:6](=[O:7])[OH:8])[N:13]1[CH2:14][CH2:15][N:16]([C:21]([CH:22]=[CH:23][c:24]2[cH:25][c:26]([Cl:31])[c:27]([Cl:30])[cH:28][cH:29]2)=[O:32])[CH2:17][CH2:18][C:19]1=[O:20])=[O:33]. RXN SMILES: C([O:3][C:4](=[O:19])[CH2:5][NH:6][C:7]([NH:9][C:10]1[CH:15]=[CH:14][C:13]([C:16](=[NH:18])[NH2:17])=[CH:12][CH:11]=1)=[O:8])C.[OH-].[Na+]>C(O)C>[C:16]([C:13]1[CH:12]=[CH:11][C:10]([NH:9][C:7](=[O:8])[NH:6][CH2:5][C:4]([OH:19])=[O:3])=[CH:15][CH:14]=1)(=[NH:17])[NH2:18] |f:1.2|. Solvent: C(C)O (ethanol). Isolated yield 113.3%. Reported procedure: A solution of 2-[3-(4-carbamimidoylphenyl)ureido]acetic acid ethyl ester (24.48 g, 0.0926 mol, compound of example 3c) in ethanol (100 ml) and NaOH (3.705 g, 0.0926 mol, in 5 ml water) was stirred for 22 h at room temperature. The precipitate was filtered off and washed with ethanol to give 24.78 g of the title compound. MS 258.2 (M)+ The product is C(N)(=N)C1=CC=C(C=C1)NC(NCC(=O)O)=O (2-[3-(4-Carbamimidoylphenyl)ureido]acetic Acid). The reactants are C(C)OC(CNC(=O)NC1=CC=C(C=C1)C(N)=N)=O (2-[3-(4-carbamimidoylphenyl)ureido]acetic acid ethyl ester), compound, [OH-].[Na+] (NaOH). Reactants: O=C1SC(C(N1)=O)CC1=CC=C(OCC(=O)NC2=C(C=C(C=C2)OC2=C(C=C(C=C2)O)C(C)(C)C)N(C(OC(C)(C)C)=O)C)C=C1 (t-butyl N-{2-[4-(2,4-dioxothiazolidine-5-ylmethyl)phenoxyacetylamino]-5-(2-t-butyl-4-hydroxyphenoxy)phenyl}-N-methylcarbamate), Cl.O1CCOCC1 (hydrogen chloride dioxane). Conditions: time 14 hour. Product: Cl.C(C)(C)(C)C1=C(OC=2C=CC3=C(N(C(=N3)COC3=CC=C(CC4C(NC(S4)=O)=O)C=C3)C)C2)C=CC(=C1)O (5-{4-[6-(2-t-Butyl-4-hydroxyphenoxy)-1-methyl-1H-benzimidazole-2-ylmethoxy]benzyl}thiazolidine-2,4-dione hydrochloride). Reaction SMILES: [O:1]=[C:2]1[NH:6][C:5](=[O:7])[CH:4]([CH2:8][C:9]2[CH:46]=[CH:45][C:12]([O:13][CH2:14][C:15]([NH:17][C:18]3[CH:23]=[CH:22][C:21]([O:24][C:25]4[CH:30]=[CH:29][C:28]([OH:31])=[CH:27][C:26]=4[C:32]([CH3:35])([CH3:34])[CH3:33])=[CH:20][C:19]=3[N:36](C)[C:37](=O)OC(C)(C)C)=O)=[CH:11][CH:10]=2)[S:3]1.[ClH:47].O1CCOCC1>>[ClH:47].[C:32]([C:26]1[CH:27]=[C:28]([OH:31])[CH:29]=[CH:30][C:25]=1[O:24][C:21]1[CH:22]=[CH:23][C:18]2[N:17]=[C:15]([CH2:14][O:13][C:12]3[CH:11]=[CH:10][C:9]([CH2:8][CH:4]4[S:3][C:2](=[O:1])[NH:6][C:5]4=[O:7])=[CH:46][CH:45]=3)[N:36]([CH3:37])[C:19]=2[CH:20]=1)([CH3:35])([CH3:34])[CH3:33] |f:1.2,3.4|. Procedure: A mixture of t-butyl N-{2-[4-(2,4-dioxothiazolidine-5-ylmethyl)phenoxyacetylamino]-5-(2-t-butyl-4-hydroxyphenoxy)phenyl}-N-methylcarbamate (1.24 g) and 4N hydrogen chloride/dioxane (20 ml) was stirred at room temperature for 14 hours. The solvent of the reaction mixture was evaporated to dryness and to the residue was added ethyl acetate and insoluble product was isolated by filtration and washed with ethyl acetate to give the title compound (0.75 g). Run at temperature 5 celsius, time 6 hour. RXN SMILES: [NH2:1][CH2:2][C:3]1[CH:10]=[CH:9][C:6]([C:7]#[N:8])=[CH:5][CH:4]=1.[OH2:11]>[Cu]>[NH2:8][CH2:7][C:6]1[CH:9]=[CH:10][C:3]([C:2]([NH2:1])=[O:11])=[CH:4][CH:5]=1. Product: NCC1=CC=C(C(=O)N)C=C1 (p-aminomethylbenzamide). Isolated yield 70.3%. Procedure: In a 100 ml autoclave (manufactured by Nitto Koatsu Co., Ltd., material: SUS-316), 43 g of water, 11.5 g of a water-containing p-aminomethylbenzonitrile (10 g as p-aminomethylbenzonitrile, purity: 86.7%.) and 2.0 g of sponge copper (R-300C, manufactured by NIKKO RICA CORPORATION) were charged and, after sealing the autoclave, the atmosphere in the autoclave was replaced by nitrogen and the reaction was conducted at 100° C. for 6 hours. After the completion of the reaction, the catalyst was colle... Starting materials: NCC1=CC=C(C#N)C=C1 (p-aminomethylbenzonitrile), O (water), O (water). The reagents and catalysts are [Cu] (copper). Reactants: CC(=O)O[BH-](OC(C)=O)OC(C)=O, N#Cc1ccc(C=O)cc1, O=C([O-])O, COC(=O)c1ccc2c(c1)CNCC2, CCOCC, ClCCl, Cl, [Na+], [Na+]. The product is COC(=O)c1ccc2c(c1)CN(Cc1ccc(C#N)cc1)CC2. RXN SMILES: [C:1]([O:2][BH-:3]([O:4][C:5](=[O:6])[CH3:7])[O:8][C:9](=[O:10])[CH3:11])(=[O:12])[CH3:13].[C:30](#[N:31])[c:32]1[cH:33][cH:34][c:35]([CH:36]=[O:37])[cH:38][cH:39]1.[C:40](=[O:41])([OH:42])[O-:43].[CH2:16]1[NH:17][CH2:18][CH2:19][c:20]2[cH:21][cH:22][c:23]([C:26](=[O:27])[O:28][CH3:29])[cH:24][c:25]21.[CH2:48]([O:49][CH2:50][CH3:51])[CH3:52].[Cl:45][CH2:46][Cl:47].[ClH:15].[Na+:14].[Na+:44]>>[CH2:16]1[N:17]([CH2:36][c:35]2[cH:34][cH:33][c:32]([C:30]#[N:31])[cH:39][cH:38]2)[CH2:18][CH2:19][c:20]2[cH:21][cH:22][c:23]([C:26](=[O:27])[O:28][CH3:29])[cH:24][c:25]21. Starting materials: C(C)OC(=O)C1CNCCC1 (piperidine-3-carboxylic acid ethyl ester), C(C)N(C(C)C)C(C)C (N-ethyl-N,N-diisopropylamine), C1(=CC=C(C=C1)S(=O)(=O)OCCC1COC2=CC=CC=C2C1)C (3-[2-(p-toluenesulphonyloxy)ethyl]chroman). Solvent: CN(C=O)C (dimethylformamide). Run at time 16 hour. Yields the product C(C)OC(=O)C1CN(CCC1)CCC1COC2=CC=CC=C2C1 (1-[2-(chroman-3-yl)ethyl]-piperidine-3-carboxylic acid ethyl ester). The yield is 97.1%. Reaction SMILES: [CH2:1]([O:3][C:4]([CH:6]1[CH2:11][CH2:10][CH2:9][NH:8][CH2:7]1)=[O:5])[CH3:2].C(N(C(C)C)C(C)C)C.C1(C)C=CC(S(O[CH2:31][CH2:32][CH:33]2[CH2:42][C:41]3[C:36](=[CH:37][CH:38]=[CH:39][CH:40]=3)[O:35][CH2:34]2)(=O)=O)=CC=1>CN(C)C=O>[CH2:1]([O:3][C:4]([CH:6]1[CH2:11][CH2:10][CH2:9][N:8]([CH2:31][CH2:32][CH:33]2[CH2:42][C:41]3[C:36](=[CH:37][CH:38]=[CH:39][CH:40]=3)[O:35][CH2:34]2)[CH2:7]1)=[O:5])[CH3:2]. Procedure: First 3.76 g (24 mmol) of piperidine-3-carboxylic acid ethyl ester and then 3.1 g (24 mmol) of N-ethyl-N,N-diisopropylamine are added to a solution of 3.98 g (12 mmol) of 3-[2-(p-toluenesulphonyloxy)ethyl]chroman in 50 ml of absolute dimethylformamide. The mixture is stirred for 16 hours at 60° and, after cooling, is concentrated by evaporation under a high vacuum. Water is added to the oily residue and extraction is carried out with diethyl ether. The combined organic phases are extracted with ... Starting materials: ClC=1SC2=C(N=C(N=C2Cl)Cl)N1 (2,5,7-Trichlorothiazolo[4,5-d]pyrimidine), [OH-].[Na+] (NaOH), Cl (HCl). Reaction conditions: temperature 60 celsius. The product is ClC=1N=C(C2=C(N1)NC(S2)=O)Cl (5,7-Dichlorothiazolo[4,5-d]pyrimidin-2(3H)-one). Isolated yield 50.0%. As a reaction SMILES: Cl[C:2]1[S:3][C:4]2[C:9]([Cl:10])=[N:8][C:7]([Cl:11])=[N:6][C:5]=2[N:12]=1.Cl.[OH-:14].[Na+]>>[Cl:11][C:7]1[N:8]=[C:9]([Cl:10])[C:4]2[S:3][C:2](=[O:14])[NH:12][C:5]=2[N:6]=1 |f:2.3|. Reported procedure: A suspension of the trichloro compound (22: 3.0 g, 12 mmol) in 1N NaOH (35 mL) was heated at 60° C. for 1 h. The solution was treated with decolorizing carbon and then acidified with 10% aqueous HCl. The resulting precipitate was collected and reprecipitated from dilute base with glacial acetic acid to provide 24 as orange needles (1.38 g, 50%): mp. 191°-192° C.: UV λmax (pH 1) 254 nm (ε5,300), 290 (11,400): UV λmax (pH 7, 11) 226 nm (ε28,900), 300 (14,100). Anal. Calcd. for C5HCl2N3OS: C, 27.04...